Dataset: the Open Reaction Database (ORD), a public repository of structured organic reaction records. Task: describe an organic reaction: reactants, conditions, products, and yield Starting materials: CCc1c(Sc2cc(C)cc(C)c2)[nH]c(=O)[nH]c1=O, ClCc1ccccn1. Yields the product CCc1c(Sc2cc(C)cc(C)c2)n(Cc2ccccn2)c(=O)[nH]c1=O. As a reaction SMILES: [CH2:1]([CH3:2])[c:3]1[c:4](=[O:19])[nH:5][c:6](=[O:18])[nH:7][c:8]1[S:9][c:10]1[cH:11][c:12]([CH3:17])[cH:13][c:14]([CH3:16])[cH:15]1.[c:20]1([CH2:26][Cl:27])[cH:21][cH:22][cH:23][cH:24][n:25]1>>[CH2:1]([CH3:2])[c:3]1[c:4](=[O:19])[nH:5][c:6](=[O:18])[n:7]([CH2:26][c:20]2[cH:21][cH:22][cH:23][cH:24][n:25]2)[c:8]1[S:9][c:10]1[cH:11][c:12]([CH3:17])[cH:13][c:14]([CH3:16])[cH:15]1.